This data is from the Open Reaction Database (ORD), a public repository of structured organic reaction records. The task is: describe an organic reaction: reactants, conditions, products, and yield The reactants are CC(NC(=O)OC(C)(C)C)c1nc(-c2ccc(F)cc2)c[nH]1, CC(=O)O, CC(=O)[O-], CCOC(C)=O, O=CC(=O)c1ccc(F)cc1, [NH4+], [NH4+], [OH-], O, O. Yields the product CC(N)c1nc(-c2ccc(F)cc2)c[nH]1. As a reaction SMILES: [C:1]([O:2][C:3](=[O:4])[NH:7][CH:8]([CH3:9])[c:10]1[nH:11][cH:12][c:13](-[c:15]2[cH:16][cH:17][c:18]([F:21])[cH:19][cH:20]2)[n:14]1)([CH3:5])([CH3:6])[CH3:22].[C:49]([OH:50])(=[O:51])[CH3:52].[CH3:24][C:25](=[O:26])[O-:27].[CH3:42][CH2:43][O:44][C:45]([CH3:46])=[O:47].[F:29][c:30]1[cH:31][cH:32][c:33]([C:34]([CH:35]=[O:36])=[O:37])[cH:38][cH:39]1.[NH4+:23].[NH4+:41].[OH-:40].[OH2:28].[OH2:48]>>[NH2:7][CH:8]([CH3:9])[c:10]1[nH:11][cH:12][c:13](-[c:15]2[cH:16][cH:17][c:18]([F:21])[cH:19][cH:20]2)[n:14]1. Reactants: COCCN1C(=O)C(Cl)=C(c2ccccc2)S1(=O)=O, Nc1ccc(N2CCOCC2)cc1. Yields the product COCCN1C(=O)C(Nc2ccc(N3CCOCC3)cc2)=C(c2ccccc2)S1(=O)=O. Reaction SMILES: [Cl:1][C:2]1=[C:6]([c:7]2[cH:8][cH:9][cH:10][cH:11][cH:12]2)[S:5](=[O:13])(=[O:14])[N:4]([CH2:15][CH2:16][O:17][CH3:18])[C:3]1=[O:19].[O:20]1[CH2:21][CH2:22][N:23]([c:26]2[cH:27][cH:28][c:29]([NH2:30])[cH:31][cH:32]2)[CH2:24][CH2:25]1>>[C:2]1([NH:30][c:29]2[cH:28][cH:27][c:26]([N:23]3[CH2:22][CH2:21][O:20][CH2:25][CH2:24]3)[cH:32][cH:31]2)=[C:6]([c:7]2[cH:8][cH:9][cH:10][cH:11][cH:12]2)[S:5](=[O:13])(=[O:14])[N:4]([CH2:15][CH2:16][O:17][CH3:18])[C:3]1=[O:19].